This data is from the Open Reaction Database (ORD), a public repository of structured organic reaction records. The task is: describe an organic reaction: reactants, conditions, products, and yield Reactants: BrC=1C=C(CO)C=CC1 (3-bromobenzyl alcohol), N1C=NC=C1 (imidazole), C[Si](Cl)(C(C)(C)C)C (dimethyl-t-butylchlorosilane), CN(C=O)C (N,N-dimethylformamide). Solvent: O (water). Run at time 2 hour. Product: C[Si](C(C)(C)C)(C)OCC1=CC(=CC=C1)Br (3-Bromobenzyl dimethyl-t-butylsilyl ether). Yield: 85.0%. Reaction SMILES: [Br:1][C:2]1[CH:3]=[C:4]([CH:7]=[CH:8][CH:9]=1)[CH2:5][OH:6].N1C=CN=C1.[CH3:15][Si:16]([CH3:22])([C:18]([CH3:21])([CH3:20])[CH3:19])Cl.CN(C)C=O>O>[CH3:15][Si:16]([O:6][CH2:5][C:4]1[CH:7]=[CH:8][CH:9]=[C:2]([Br:1])[CH:3]=1)([CH3:22])[C:18]([CH3:21])([CH3:20])[CH3:19]. Reported procedure: A mixture of 5.0 g 3-bromobenzyl alcohol, imidazole (3.64 g), dimethyl-t-butylchlorosilane (4.02 g) and N,N-dimethylformamide (25 ml) was stirred at room temperature for 2 hours. The reaction mixture was poured into water and extracted three times with ether. The combined organic extract was washed with water, brine and dried. Evaporation gave the product as a colorless oil (6.83 g, 85% yield) which was used without further purification. Reactants: N1(C(=O)NC(=O)C=C1)C1(O)[C@H](OC(C2=CC=CC=C2)=O)[C@@H](OCP(=O)(OC(C)C)OC(C)C)CO1 (1-(uracil-1-yl)-2-O-benzoyl-3-O-(diisopropylphosphonomethyl)-L-threofuranose), N (ammonia). Run in CO (MeOH). The product is N1(C(=O)NC(=O)C=C1)C1(O)[C@H](O)[C@@H](OCP(=O)(OC(C)C)OC(C)C)CO1 (1-(uracil-1-yl)-3-O-(diisopropylphosphonomethyl)-L-threofuranose). Isolated yield 95.0%. As a reaction SMILES: [N:1]1([C:9]2([O:35][CH2:34][C@H:21]([O:22][CH2:23][P:24]([O:30][CH:31]([CH3:33])[CH3:32])([O:26][CH:27]([CH3:29])[CH3:28])=[O:25])[C@H:11]2[O:12]C(=O)C2C=CC=CC=2)[OH:10])[CH:8]=[CH:7][C:5](=[O:6])[NH:4][C:2]1=[O:3].N>CO>[N:1]1([C:9]2([O:35][CH2:34][C@H:21]([O:22][CH2:23][P:24]([O:26][CH:27]([CH3:29])[CH3:28])([O:30][CH:31]([CH3:32])[CH3:33])=[O:25])[C@H:11]2[OH:12])[OH:10])[CH:8]=[CH:7][C:5](=[O:6])[NH:4][C:2]1=[O:3]. Procedure: A solution of 13 (2.03 g, 4.0 mmol) in MeOH saturated with ammonia (300 mL) was stirred at room temperature overnight. The mixture was concentrated, and the residue was purified by column chromatography (CH2Cl2:MeOH=20:1) to give compound 17 (1.52 g, 3.8 mmol) as a white powder in 96% yield which was characterized as follows: The reactants are BrC1=CC=CC(=N1)NCC(C)(C)C1=CC=C(C=C1)F (6-bromo-N-(2-(4-fluorophenyl)-2-methylpropyl)pyridin-2-amine), CC(=CB(O)O)C (2-methylprop-1-enylboronic acid), Cl2Pd(dppf), C([O-])([O-])=O.[K+].[K+] (potassium carbonate), O1CCOCC1 (dioxane). Solvent: O (water), C([O-])(O)=O.[Na+] (sodium bicarbonate). Run at temperature 135 celsius. Product: FC1=CC=C(C=C1)C(CNC1=NC(=CC=C1)C=C(C)C)(C)C (N-(2-(4-fluorophenyl)-2-methylpropyl)-6-(2-methylprop-1-enyl)pyridin-2-amine). The yield is 6.7%. As a reaction SMILES: Br[C:2]1[N:7]=[C:6]([NH:8][CH2:9][C:10]([C:13]2[CH:18]=[CH:17][C:16]([F:19])=[CH:15][CH:14]=2)([CH3:12])[CH3:11])[CH:5]=[CH:4][CH:3]=1.[CH3:20][C:21]([CH3:26])=[CH:22]B(O)O.C(=O)([O-])[O-].[K+].[K+].O1CCOCC1>C(=O)(O)[O-].[Na+].O>[F:19][C:16]1[CH:17]=[CH:18][C:13]([C:10]([CH3:12])([CH3:11])[CH2:9][NH:8][C:6]2[CH:5]=[CH:4][CH:3]=[C:2]([CH:20]=[C:21]([CH3:26])[CH3:22])[N:7]=2)=[CH:14][CH:15]=1 |f:2.3.4,6.7|. Procedure details: To a 5 mL microwave reaction vessel was added 6-bromo-N-(2-(4-fluorophenyl)-2-methylpropyl)pyridin-2-amine (220 mg, 0.7 mmol, 1.0 equiv), 2-methylprop-1-enylboronic acid (100 mg, 1 mmol, 1.5 equiv), Cl2Pd(dppf) (50 mg, 70 μmol, 0.1 equiv), potassium carbonate (300 mg, 2.1 mmol, 3.0 equiv), dioxane (4 mL), and water (1 mL). The reaction was heated in a microwave reactor at 135° C. for 35 min and then diluted with saturated sodium bicarbonate (20 mL) and extracted with ethyl acetate (50 mL). The o...